This data is from the Open Reaction Database (ORD), a public repository of structured organic reaction records. The task is: describe an organic reaction: reactants, conditions, products, and yield Reactants: CCN(CC)CCNC(=O)c1cc(C)c(C=O)[nH]1, C1CCNCC1, CCO, O=C1Cc2c(cccc2-c2cccc(F)c2)N1. Product: CCN(CC)CCNC(=O)c1cc(C)c(C=C2C(=O)Nc3cccc(-c4cccc(F)c4)c32)[nH]1. As a reaction SMILES: [CH2:18]([CH3:19])[N:20]([CH2:21][CH2:22][NH:23][C:24](=[O:25])[c:26]1[nH:27][c:28]([CH:32]=[O:33])[c:29]([CH3:31])[cH:30]1)[CH2:34][CH3:35].[CH2:36]1[CH2:37][CH2:38][NH:39][CH2:40][CH2:41]1.[CH3:42][CH2:43][OH:44].[F:1][c:2]1[cH:3][c:4](-[c:8]2[c:9]3[c:13]([cH:14][cH:15][cH:16]2)[NH:12][C:11](=[O:17])[CH2:10]3)[cH:5][cH:6][cH:7]1>>[F:1][c:2]1[cH:3][c:4](-[c:8]2[c:9]3[c:13]([cH:14][cH:15][cH:16]2)[NH:12][C:11](=[O:17])[C:10]3=[CH:32][c:28]2[nH:27][c:26]([C:24]([NH:23][CH2:22][CH2:21][N:20]([CH2:18][CH3:19])[CH2:34][CH3:35])=[O:25])[cH:30][c:29]2[CH3:31])[cH:5][cH:6][cH:7]1. The reactants are COC(=O)C1=CC=C(C=C1)C1=CC=C(C=C1)C(F)(F)F (4′-trifluoromethyl-biphenyl-4-carboxylic acid methyl ester), [H-].[Al+3].[Li+].[H-].[H-].[H-] (lithium aluminum hydride), S(=O)(=O)(O)[O-].[K+] (potassium hydrogen sulfate), [H-] (hydride). Run in C(C)(=O)OCC.CCCCCC (ethyl acetate hexane), O1CCCC1 (tetrahydro-furan), C(C)OCC (ethyl ether). Reaction conditions: temperature 0 celsius, time 10 minute. Yields the product FC(C1=CC=C(C=C1)C1=CC=C(C=C1)CO)(F)F ((4′-Trifluoromethyl-biphenyl-4-yl)-methanol). Yield: 92.5%. As a reaction SMILES: C[O:2][C:3]([C:5]1[CH:10]=[CH:9][C:8]([C:11]2[CH:16]=[CH:15][C:14]([C:17]([F:20])([F:19])[F:18])=[CH:13][CH:12]=2)=[CH:7][CH:6]=1)=O.[H-].[Al+3].[Li+].[H-].[H-].[H-].[H-].S([O-])(O)(=O)=O.[K+]>O1CCCC1.C(OCC)C.C(OCC)(=O)C.CCCCCC>[F:18][C:17]([F:19])([F:20])[C:14]1[CH:13]=[CH:12][C:11]([C:8]2[CH:9]=[CH:10][C:5]([CH2:3][OH:2])=[CH:6][CH:7]=2)=[CH:16][CH:15]=1 |f:1.2.3.4.5.6,8.9,12.13|. Reported procedure: To a solution of 4′-trifluoromethyl-biphenyl-4-carboxylic acid methyl ester (3.71 g, 13.3 mmol) in tetrahydro-furan (30 mL) is added lithium aluminum hydride (14.6 mmol, 1.0 M in tetrahydro-furan) at 0° C. under inert atmosphere of nitrogen. After the reaction is stirred at 0° C. for 10 minutes following completion of hydride addition, it is quenched with ethyl acetate (10 mL) followed by potassium hydrogen sulfate (1.0 M, 15 mmol) slowly at 0° C., diluted mixture with ethyl ether and filtered. ...